Task: describe an organic reaction: reactants, conditions, products, and yield. Dataset: the Open Reaction Database (ORD), a public repository of structured organic reaction records Yield: 54.9%. Reported procedure: 2-Chloro-5-fluoro-N-(trans-4-hydroxy-cyclohexyl)-nicotinamide (150 mg, 0.55 mmol), 4-methylsulfanyl-3-methyl-phenol (85 mg, 0.55 mmol) and caesium carbonate (358 mg, 1.10 mmol) were suspended in DMF (2 ml) and the reaction was heated to 55° C. and stirred at this temperature under nitrogen for 18 h. The reaction was quenched with sat. ammonium chloride solution (1.5 ml) and water (1.5 ml) and the organic phase was collected by passing the mixture through a chemelute™ cartridge, washing with ethy... Yields the product FC=1C=NC(=C(C(=O)N[C@@H]2CC[C@H](CC2)O)C1)OC1=CC(=C(C=C1)SC)C (5-fluoro-N-(trans-4-hydroxy-cyclohexyl)-2-(4-methylsulfanyl-3-methyl-phenoxy)-nicotinamide). Run in CN(C)C=O (DMF). The reactants are ClC1=C(C(=O)N[C@@H]2CC[C@H](CC2)O)C=C(C=N1)F (2-Chloro-5-fluoro-N-(trans-4-hydroxy-cyclohexyl)-nicotinamide), CSC1=C(C=C(C=C1)O)C (4-methylsulfanyl-3-methyl-phenol), C([O-])([O-])=O.[Cs+].[Cs+] (caesium carbonate). As a reaction SMILES: Cl[C:2]1[N:17]=[CH:16][C:15]([F:18])=[CH:14][C:3]=1[C:4]([NH:6][C@H:7]1[CH2:12][CH2:11][C@H:10]([OH:13])[CH2:9][CH2:8]1)=[O:5].[CH3:19][S:20][C:21]1[CH:26]=[CH:25][C:24]([OH:27])=[CH:23][C:22]=1[CH3:28].C(=O)([O-])[O-].[Cs+].[Cs+]>CN(C=O)C>[F:18][C:15]1[CH:16]=[N:17][C:2]([O:27][C:24]2[CH:25]=[CH:26][C:21]([S:20][CH3:19])=[C:22]([CH3:28])[CH:23]=2)=[C:3]([CH:14]=1)[C:4]([NH:6][C@H:7]1[CH2:12][CH2:11][C@H:10]([OH:13])[CH2:9][CH2:8]1)=[O:5] |f:2.3.4|. Run at temperature 55 celsius, time 18 hour. The reactants are [N+](=O)([O-])C=1C=C(C=CC1)S(=O)(=O)Cl (3-nitrobenzenesulfonyl chloride), CN (methylamine), solution. The solvent is [Cl-].[Na+] (sodium chloride), C(C)(=O)OCC (ethyl acetate), C1CCOC1 (THF), C1CCOC1 (THF). Product: CNS(=O)(=O)C1=CC(=CC=C1)[N+](=O)[O-] (N-methyl-3-nitrobenzenesulfonamide). As a reaction SMILES: [N+:1]([C:4]1[CH:5]=[C:6]([S:10](Cl)(=[O:12])=[O:11])[CH:7]=[CH:8][CH:9]=1)([O-:3])=[O:2].[CH3:14][NH2:15]>C1COCC1.[Cl-].[Na+].C(OCC)(=O)C>[CH3:14][NH:15][S:10]([C:6]1[CH:7]=[CH:8][CH:9]=[C:4]([N+:1]([O-:3])=[O:2])[CH:5]=1)(=[O:12])=[O:11] |f:3.4|. Reported procedure: To a solution of 4.42 g (20.0 mmol) of 3-nitrobenzenesulfonyl chloride in 150 mL of dry THF was added 25.0 mL (50.0 mmol) of methylamine as a 2 M solution in THF under ice cooling and stirring. The resulting cloudy solution was stirred overnight at ambient temperature. After this time period, the reaction mixture was diluted with 150 mL of saturated sodium chloride solution and 50 mL of ethyl acetate, then transferred to a 500 mL separatory funnel, mixed thoroughly, and the organic phase was sep... Starting materials: [H][H] (hydrogen), C(=O)(OC)C1=CC2=C(CCC3=C(S2(=O)=O)C=CC(=C3)C(C)N(C(=O)N)O)C=C1 (N-[1-(7-carbomethoxy-5,5-dioxo-10,11-dihydro dibenzo [b,f] thiepin-2-yl) ethyl]-N-hydroxy urea), [OH-].[Na+] (sodium hydroxide). The solvent is C(C)O (ethanol). Yields the product C(=O)(O)C1=CC2=C(CCC3=C(S2(=O)=O)C=CC(=C3)C(C)N(C(=O)N)O)C=C1 (N-[1-(7-carboxy-5,5-dioxo-10,11-dihydro dibenzo [b,f] thiepin-2-yl)ethyl]-N-hydroxy urea). RXN SMILES: [H][H].[C:3]([C:7]1[CH:30]=[CH:29][C:10]2[CH2:11][CH2:12][C:13]3[CH:21]=[C:20]([CH:22]([N:24]([OH:28])[C:25]([NH2:27])=[O:26])[CH3:23])[CH:19]=[CH:18][C:14]=3[S:15](=[O:17])(=[O:16])[C:9]=2[CH:8]=1)([O:5]C)=[O:4].[OH-].[Na+]>C(O)C>[C:3]([C:7]1[CH:30]=[CH:29][C:10]2[CH2:11][CH2:12][C:13]3[CH:21]=[C:20]([CH:22]([N:24]([OH:28])[C:25]([NH2:27])=[O:26])[CH3:23])[CH:19]=[CH:18][C:14]=3[S:15](=[O:16])(=[O:17])[C:9]=2[CH:8]=1)([OH:5])=[O:4] |f:2.3|. Reported procedure: Where R1 is hydrogen and R2 is carbomethoxy, a compound of formula I, such as N-[1-(7-carbomethoxy-5,5-dioxo-10,11-dihydro dibenzo [b,f] thiepin-2-yl) ethyl]-N-hydroxy urea, may be hydrolyzed by base, such as aqueous sodium hydroxide, in an alcoholic solvent, such as ethanol to yield the N-[1-(7-carboxy-5,5-dioxo-10,11-dihydro dibenzo [b,f] thiepin-2-yl)ethyl]-N-hydroxy urea. Starting materials: C(C)C12C(CCC2C1C(=O)O)=O (ethyl 2-oxobicyclo[3.1.0]hexane-6-carboxylic acid), [OH-].[Na+] (sodium hydroxide). Yields the product O=C1C2C(C2CC1)C(=O)O (2-oxobicyclo[3.1.0]hexane-6-carboxylic acid). Reaction SMILES: C([C:3]12[CH:8]([C:9]([OH:11])=[O:10])[CH:7]1[CH2:6][CH2:5][C:4]2=[O:12])C.[OH-].[Na+]>>[O:12]=[C:4]1[CH2:5][CH2:6][CH:7]2[CH:3]1[CH:8]2[C:9]([OH:11])=[O:10] |f:1.2|. Procedure details: (+)-2-Aminobicyclo[3.1.0]hexane-2,6-dicarboxylic acid may be prepared by reacting carbethoxymethyl dimethylsulfonium bromide with 2-cyclopenten-1-one in the presence of a base, such as 1,8-diazabicyclo[5.4.0]undec-7-ene to afford ethyl 2-oxobicyclo[3.1.0]hexane-6-carboxylate. This ester may then be reacted with an aqueous solution of potassium cyanide or sodium cyanide and ammonium carbonate to produce an intermediate hydantoin, (the Bucherer-Bergs reaction), which is then hydrolysed using sodiu... Reaction SMILES: C(C1N=C(N2CCC(F)(F)C2)C2N=NN(CC)C=2N=1)(C)(C)C.[C:23]([C:27]1[N:28]=[C:29]([N:36]2[CH2:40][CH2:39][C:38]([F:42])([F:41])[CH2:37]2)[C:30]2[N:35]=[N:34][NH:33][C:31]=2[N:32]=1)([CH3:26])([CH3:25])[CH3:24].FC(F)(F)S(O[CH2:49][C:50]([F:53])([F:52])[F:51])(=O)=O>>[C:23]([C:27]1[N:28]=[C:29]([N:36]2[CH2:40][CH2:39][C:38]([F:41])([F:42])[CH2:37]2)[C:30]2[N:35]=[N:34][N:33]([CH2:49][C:50]([F:53])([F:52])[F:51])[C:31]=2[N:32]=1)([CH3:26])([CH3:24])[CH3:25]. Reactants: C(C)(C)(C)C=1N=C(C2=C(N1)N(N=N2)CC)N2CC(CC2)(F)F (5-tert-Butyl-7-(3,3-difluoro-pyrrolidin-1-yl)-3-ethyl-3H-[1,2,3]triazolo[4,5-d]pyrimidine), C(C)(C)(C)C=1N=C(C2=C(N1)NN=N2)N2CC(CC2)(F)F (5-tert-butyl-7-(3,3-difluoropyrrolidin-1-yl)-3H-[1,2,3]triazolo[4,5-d]pyrimidine), FC(S(=O)(=O)OCC(F)(F)F)(F)F (2,2,2-trifluoroethyl trifluoromethanesulfonate). Product: C(C)(C)(C)C=1N=C(C2=C(N1)N(N=N2)CC(F)(F)F)N2CC(CC2)(F)F (5-tert-Butyl-7-(3,3-difluoro-pyrrolidin-1-yl)-3-(2,2,2-trifluoro-ethyl)-3H-[1,2,3]triazolo[4,5-d]pyrimidine), gum. The yield is 6.0%. Procedure: In analogy to the procedure described for the synthesis of 5-tert-butyl-7-(3,3-difluoro-pyrrolidin-1-yl)-3-ethyl-3H-[1,2,3]triazolo[4,5-d]pyrimidine (example 61), the title compound was prepared from 5-tert-butyl-7-(3,3-difluoropyrrolidin-1-yl)-3H-[1,2,3]triazolo[4,5-d]pyrimidine and 2,2,2-trifluoroethyl trifluoromethanesulfonate and isolated as light-yellow gum (0.9 mg, 6%). MS (m/e): 365.3 (MH+).